From a dataset of the Open Reaction Database (ORD), a public repository of structured organic reaction records. describe an organic reaction: reactants, conditions, products, and yield Starting materials: CC(=O)O[BH-](OC(C)=O)OC(C)=O, O=c1cc(OCc2ccccc2)ccn1CCc1ccc2c(c1)CNCC2, C=O, C1CCOC1, CC(=O)O, [Na+]. Yields the product CN1CCc2ccc(CCn3ccc(OCc4ccccc4)cc3=O)cc2C1. As a reaction SMILES: [C:34]([O:35][BH-:36]([O:37][C:38](=[O:39])[CH3:40])[O:41][C:42](=[O:43])[CH3:44])(=[O:45])[CH3:46].[CH2:1]([c:2]1[cH:3][cH:4][cH:5][cH:6][cH:7]1)[O:8][c:9]1[cH:10][c:11](=[O:27])[n:12]([CH2:15][CH2:16][c:17]2[cH:18][cH:19][c:20]3[c:25]([cH:26]2)[CH2:24][NH:23][CH2:22][CH2:21]3)[cH:13][cH:14]1.[CH2:28]=[O:29].[CH2:48]1[O:49][CH2:50][CH2:51][CH2:52]1.[CH3:30][C:31](=[O:32])[OH:33].[Na+:47]>>[CH2:1]([c:2]1[cH:3][cH:4][cH:5][cH:6][cH:7]1)[O:8][c:9]1[cH:10][c:11](=[O:27])[n:12]([CH2:15][CH2:16][c:17]2[cH:18][cH:19][c:20]3[c:25]([cH:26]2)[CH2:24][N:23]([CH3:30])[CH2:22][CH2:21]3)[cH:13][cH:14]1. Starting materials: COC1=CC(=NC=C1)NCCCOC1=CC2=C(CC(C(NC2)=O)CC(=O)OC)C=C1 (methyl (±)-8-[3-[(4-methoxy-2-pyridyl)amino]-1-propyloxy]-3-oxo-2,3,4,5-tetrahydro-1H-2-benzazepine-4-acetate), N1=C(C=CC=C1)NCCCOC1=CC2=C(CC(C(NC2)=O)CC(=O)OCC)C=C1 (ethyl (±)-8-[3-(2-pyridylamino)-1-propyloxy]-3-oxo-2,3,4,5-tetrahydro-1H-2-benzazepine-4-acetate). Solvent: O (H2O). Product: COC1=CC(=NC=C1)NCCCOC1=CC2=C(CC(C(NC2)=O)CC(=O)O)C=C1 ((±)-8-[3-[(4-Methoxy-2-pyridyl)amino]-1-propyloxy]-3-oxo-2,3,4,5-tetrahydro-1H-2-benzazepine-4-acetic acid). RXN SMILES: [CH3:1][O:2][C:3]1[CH:8]=[CH:7][N:6]=[C:5]([NH:9][CH2:10][CH2:11][CH2:12][O:13][C:14]2[CH:30]=[CH:29][C:17]3[CH2:18][CH:19]([CH2:24][C:25]([O:27]C)=[O:26])[C:20](=[O:23])[NH:21][CH2:22][C:16]=3[CH:15]=2)[CH:4]=1.N1C=CC=CC=1NCCCOC1C=CC2CC(CC(OCC)=O)C(=O)NCC=2C=1>O>[CH3:1][O:2][C:3]1[CH:8]=[CH:7][N:6]=[C:5]([NH:9][CH2:10][CH2:11][CH2:12][O:13][C:14]2[CH:30]=[CH:29][C:17]3[CH2:18][CH:19]([CH2:24][C:25]([OH:27])=[O:26])[C:20](=[O:23])[NH:21][CH2:22][C:16]=3[CH:15]=2)[CH:4]=1. Procedure: According to the procedure of Example 1(c), except substituting methyl (±)-8-[3-[(4-methoxy-2-pyridyl)amino]-1-propyloxy]-3-oxo-2,3,4,5-tetrahydro-1H-2-benzazepine-4-acetate for the ethyl (±)-8-[3-(2-pyridylamino)-1-propyloxy]-3-oxo-2,3,4,5-tetrahydro-1H-2-benzazepine-4-acetate, the title compound was prepared as an off-white solid: MS (ES) m/e 400.3 (M+H)+. Anal. Calcd for C21H25N3O5.0.75 H2O: C, 61.08; H, 6.47; N, 10.18. Found: C, 61.15; H, 6.20; N, 10.12. Reactants: ClCCCCOC=1C=CC2=C(C(OC(N2)=O)(C)C)C1 (6-(4-chlorobutoxy)-4,4-dimethyl-4H-3,1-benzoxazin-2-one), C(C)(C)(C)C=1C=C(C=C(C1O)C(C)(C)C)S (3,5-di-tert.butyl-4-hydroxy-thiophenol). The product is C(C)(C)(C)C=1C=C(C=C(C1O)C(C)(C)C)SCCCCOC=1C=CC2=C(C(OC(N2)=O)(C)C)C1 (6-[4-(3,5-Di-tert.butyl-4-hydroxy-phenylmercapto)-butoxy]-4,4-dimethyl-4H-3,1-benzoxazin-2-one). Reaction SMILES: Cl[CH2:2][CH2:3][CH2:4][CH2:5][O:6][C:7]1[CH:8]=[CH:9][C:10]2[NH:15][C:14](=[O:16])[O:13][C:12]([CH3:18])([CH3:17])[C:11]=2[CH:19]=1.[C:20]([C:24]1[CH:25]=[C:26]([SH:35])[CH:27]=[C:28]([C:31]([CH3:34])([CH3:33])[CH3:32])[C:29]=1[OH:30])([CH3:23])([CH3:22])[CH3:21]>>[C:20]([C:24]1[CH:25]=[C:26]([S:35][CH2:2][CH2:3][CH2:4][CH2:5][O:6][C:7]2[CH:8]=[CH:9][C:10]3[NH:15][C:14](=[O:16])[O:13][C:12]([CH3:18])([CH3:17])[C:11]=3[CH:19]=2)[CH:27]=[C:28]([C:31]([CH3:34])([CH3:33])[CH3:32])[C:29]=1[OH:30])([CH3:23])([CH3:22])[CH3:21]. Procedure details: Prepared analogously to Example 1 from 6-(4-chlorobutoxy)-4,4-dimethyl-4H-3,1-benzoxazin-2-one and 3,5-di-tert.butyl-4-hydroxy-thiophenol. Starting materials: [OH-].[Li+] (lithium hydroxide), C(#N)C1=CC=2C(=NC=C(C2)C(=O)OCC)N1 (ethyl 2-cyano-1H-pyrrolo[2,3-b]pyridine-5-carboxylate), CO (methanol), O1CCCC1 (tetrahydrofuran). Run in O (water). Run at time 8 hour. Product: C(#N)C1=CC=2C(=NC=C(C2)C(=O)O)N1 (2-cyano-1H-pyrrolo[2,3-b]pyridine-5-carboxylic acid). RXN SMILES: [C:1]([C:3]1[NH:16][C:6]2=[N:7][CH:8]=[C:9]([C:11]([O:13]CC)=[O:12])[CH:10]=[C:5]2[CH:4]=1)#[N:2].CO.O1CCCC1.[OH-].[Li+]>O>[C:1]([C:3]1[NH:16][C:6]2=[N:7][CH:8]=[C:9]([C:11]([OH:13])=[O:12])[CH:10]=[C:5]2[CH:4]=1)#[N:2] |f:3.4|. Reported procedure: To ethyl 2-cyano-1H-pyrrolo[2,3-b]pyridine-5-carboxylate (36 mg, 0.17 mmol) was added methanol (1 mL), tetrahydrofuran (1 mL), and water (1 mL), followed by 2 N aqueous lithium hydroxide (0.17 mL, 0.33 mmol). The reaction was stirred at room temperature overnight and was then concentrated. The crude was taken up in water and the pH was adjusted to 4 using 1 N aqueous hydrochloric acid. The mixture was extracted with ethyl acetate (3×). The combined organics were dried over sodium sulfate, filter...